From a dataset of the Open Reaction Database (ORD), a public repository of structured organic reaction records. describe an organic reaction: reactants, conditions, products, and yield The reactants are CC(C)CCI, CCOC(=O)CCc1cc(C(=O)c2cc(C(=O)CC(C)C)c[nH]2)ccc1OC(=O)CC(C)C, CN(C)C=O, CCOC(C)=O, Cl, [H-], [Na+], O. The product is CCOC(=O)CCc1cc(C(=O)c2cc(C(=O)CC(C)C)cn2CCC(C)C)ccc1OC(=O)CC(C)C. As a reaction SMILES: [CH2:36]([CH2:37][CH:38]([CH3:39])[CH3:40])[I:41].[CH3:1][CH:2]([CH2:3][C:4](=[O:5])[O:6][c:7]1[c:8]([CH2:26][CH2:27][C:28](=[O:29])[O:30][CH2:31][CH3:32])[cH:9][c:10]([C:13](=[O:14])[c:15]2[nH:16][cH:17][c:18]([C:20]([CH2:21][CH:22]([CH3:23])[CH3:24])=[O:25])[cH:19]2)[cH:11][cH:12]1)[CH3:33].[CH3:43][N:44]([CH3:45])[CH:46]=[O:47].[CH3:49][CH2:50][O:51][C:52](=[O:53])[CH3:54].[ClH:42].[H-:34].[Na+:35].[OH2:48]>>[CH3:1][CH:2]([CH2:3][C:4](=[O:5])[O:6][c:7]1[c:8]([CH2:26][CH2:27][C:28](=[O:29])[O:30][CH2:31][CH3:32])[cH:9][c:10]([C:13](=[O:14])[c:15]2[n:16]([CH2:36][CH2:37][CH:38]([CH3:39])[CH3:40])[cH:17][c:18]([C:20]([CH2:21][CH:22]([CH3:23])[CH3:24])=[O:25])[cH:19]2)[cH:11][cH:12]1)[CH3:33].